Dataset: the Open Reaction Database (ORD), a public repository of structured organic reaction records. Task: describe an organic reaction: reactants, conditions, products, and yield Starting materials: N1[C@H](C(=O)O)C[C@@H](O)C1 (hydroxyproline), COC(=O)[C@H]1NCC[C@H]1O ((2S,3R)-3-Hydroxy-2-pyrrolidinecarboxylic acid methyl ester), ClC1=C(C#N)C=CC(=C1C)N=C=O (2-Chloro-4-isocyanato-3-methylbenzonitrile). Run in C(Cl)Cl (CH2Cl2). Conditions: time 8 hour. Product: COC(=O)[C@H]1N(CC[C@H]1O)C(NC1=C(C(=C(C=C1)C#N)Cl)C)=O ((2S,3R)-1-(3-Chloro-4-cyano-2-methylphenylcarbamoyl)-3-hydroxy-pyrrolidine-2-carboxylic acid methyl ester). Yield: 67.7%. Reaction SMILES: N1C[C@H](O)C[C@H]1C(O)=O.[CH3:10][O:11][C:12]([C@@H:14]1[C@H:18]([OH:19])[CH2:17][CH2:16][NH:15]1)=[O:13].[Cl:20][C:21]1[C:28]([CH3:29])=[C:27]([N:30]=[C:31]=[O:32])[CH:26]=[CH:25][C:22]=1[C:23]#[N:24]>C(Cl)Cl>[CH3:10][O:11][C:12]([C@@H:14]1[C@H:18]([OH:19])[CH2:17][CH2:16][N:15]1[C:31](=[O:32])[NH:30][C:27]1[CH:26]=[CH:25][C:22]([C:23]#[N:24])=[C:21]([Cl:20])[C:28]=1[CH3:29])=[O:13]. Procedure: To a solution of hydroxyproline compound 1F (493 mg, 3.40 mmol) in CH2Cl2 (15 mL) was added 4 Å molecular sieves (˜3.0 g), followed by isocyanate 23E (725 mg, 3.22 mmol), and the resulting mixture was stirred at rt overnight, filtered, and concentrated under reduced pressure. The residue was purified by flash chromatography (silica gel, 0.5% MeOH in EtOAc/hexane, 1:1) to afford the title compound (736 mg) as an off-white solid. HPLC column: YMC S-5 C18 (4.6×50 mm), 0% to 100% B, 4 min gradient, ... Starting materials: BrCC(=O)C=1C(=CC(=C(C#N)C1)OC)F (5-(bromoacetyl)-4-fluoro-2-methoxybenzonitrile), C(=O)(OC(C)(C)C)N1[C@H](CNCC1)CO ((R)—N-Boc-2-hydroxymethyl-piperazine), CCN(C(C)C)C(C)C (DIEA), C1CCOC1 (THF). The solvent is CCOC(=O)C (EtOAc). Conditions: time 1 hour. The product is C(#N)C=1C(=CC(=C(C1)[C@H]1CN2[C@@H](CO1)CN(CC2)C(=O)OC(C)(C)C)F)OC (tert-Butyl (3S,9aR)-3-(5-cyano-2-fluoro-4-methoxyphenyl)hexahydropyrazino[2,1-c][1,4]oxazine-8(1H)-carboxylate). Reaction SMILES: Br[CH2:2][C:3]([C:5]1[C:6]([F:15])=[CH:7][C:8]([O:13][CH3:14])=[C:9]([CH:12]=1)[C:10]#[N:11])=[O:4].[C:16]([N:23]1[CH2:28][CH2:27][NH:26][CH2:25][C@@H:24]1CO)([O:18][C:19]([CH3:22])([CH3:21])[CH3:20])=[O:17].[CH3:31]CN(C(C)C)C(C)C.C1COCC1>CCOC(C)=O>[C:10]([C:9]1[C:8]([O:13][CH3:14])=[CH:7][C:6]([F:15])=[C:5]([C@@H:3]2[O:4][CH2:31][C@H:25]3[CH2:24][N:23]([C:16]([O:18][C:19]([CH3:20])([CH3:21])[CH3:22])=[O:17])[CH2:28][CH2:27][N:26]3[CH2:2]2)[CH:12]=1)#[N:11]. Reported procedure: To a 250 mL flask was added 5-(bromoacetyl)-4-fluoro-2-methoxybenzonitrile (2.00 g, 7.35 mmol), (R)—N-Boc-2-hydroxymethyl-piperazine (3.18 g, 14.7 mmol), DIEA (2.57 mL, 14.7 mmol) and THF (50 mL) and stirred at rt for 1 h; LC analysis of the reaction mixture indicated completion of the reaction. The solution was treated with EtOAc (100 mL), washed with brine, dried (Na2SO4), filtered and concentrated to dryness. The residue was then purified over silica gel with the solvent systems of 5% MeOH in... Starting materials: N1=CC=CC=C1 (pyridine), amine, ClC1=CC=NC2=CC(=CC=C12)OC ((4-chloroquinolin-7-yl)methyl ether), amine, C(C)O (ethanol), [I-].[Na+] (sodium iodide), [Cl-].[Li+] (lithium chloride). Run in CN1C(CCC1)=O (1-methylpyrrolidin-2-one). Yields the product halogen, NC1=NC2=CC=CC=C2C=C1 (2-aminoquinoline). RXN SMILES: Cl[C:2]1[C:11]2[C:6](=[CH:7][C:8](OC)=[CH:9][CH:10]=2)[N:5]=[CH:4][CH:3]=1.C(O)C.[Cl-].[Li+].[I-].[Na+].[N:21]1C=CC=CC=1>CN1CCCC1=O>[NH2:21][C:4]1[CH:3]=[CH:2][C:11]2[C:6](=[CH:7][CH:8]=[CH:9][CH:10]=2)[N:5]=1 |f:2.3,4.5|. Procedure details: The conversion of (4-chloroquinolin-7-yl)methyl ether B to compound IA is accomplished with an appropriate amine at temperatures between 0-200° C. optionally in a sealed tube and/or under microwave irradiation, either using a large excess of the amine without solvent, or on reaction with a 2-20-fold excess, in a suited solvent such as ethanol or 1-methylpyrrolidin-2-one, optionally in the presence of lithium chloride or sodium iodide and pyridine. In the case of R30=halogen, the isomeric 2-amino... Reactants: BrC=1C=C(C=NC1)C1=NC(=CC(=C1)C1=CC=C(C=C1)Cl)C (5′-bromo-4-(4-chloro-phenyl)-6-methyl-[2,3′]bipyridinyl), NC1=NC=C(C=C1)B1OC(C(O1)(C)C)(C)C (2-amino-5-(4,4,5,5-tetramethyl-1,3,2-dioxaborolan-2-yl)pyridine). The product is ClC1=CC=C(C=C1)C1=CC(=NC(=C1)C)C=1C=NC=C(C1)C=1C=NC(=CC1)N (4-(4-Chloro-phenyl)-6-methyl-[2,3′;5′,3″]terpyridin-6″-ylamine), solid. Yield: 29.0%. As a reaction SMILES: Br[C:2]1[CH:3]=[C:4]([C:8]2[CH:13]=[C:12]([C:14]3[CH:19]=[CH:18][C:17]([Cl:20])=[CH:16][CH:15]=3)[CH:11]=[C:10]([CH3:21])[N:9]=2)[CH:5]=[N:6][CH:7]=1.[NH2:22][C:23]1[CH:28]=[CH:27][C:26](B2OC(C)(C)C(C)(C)O2)=[CH:25][N:24]=1>>[Cl:20][C:17]1[CH:18]=[CH:19][C:14]([C:12]2[CH:11]=[C:10]([CH3:21])[N:9]=[C:8]([C:4]3[CH:5]=[N:6][CH:7]=[C:2]([C:26]4[CH:25]=[N:24][C:23]([NH2:22])=[CH:28][CH:27]=4)[CH:3]=3)[CH:13]=2)=[CH:15][CH:16]=1. Procedure: The title compound was prepared from 5′-bromo-4-(4-chloro-phenyl)-6-methyl-[2,3′]bipyridinyl (example E.31) (0.600 g, 1.6 mmol) and commercially available 2-amino-5-(4,4,5,5-tetramethyl-1,3,2-dioxaborolan-2-yl)pyridine (0.404 g, 1.8 mmol) according to the general procedure VI. Obtained as a white solid (0.180 g, 29%). MS (ISP) 373.2 [(M+H)+] and 375 [(M+2+H)+]; mp 188-192° C.